From a dataset of the Open Reaction Database (ORD), a public repository of structured organic reaction records. describe an organic reaction: reactants, conditions, products, and yield The reactants are [Br-], C1CCOC1, CON(C)C(=O)c1cn(Cc2cccc(C)n2)c2nc(C)c(C)cc2c1=O, COc1ccc([Mg+])cc1F. Yields the product COc1ccc(C(=O)c2cn(Cc3cccc(C)n3)c3nc(C)c(C)cc3c2=O)cc1F. RXN SMILES: [Br-:28].[CH2:39]1[O:40][CH2:41][CH2:42][CH2:43]1.[CH3:1][O:2][N:3]([C:4](=[O:5])[c:6]1[cH:7][n:8]([CH2:19][c:20]2[n:21][c:22]([CH3:26])[cH:23][cH:24][cH:25]2)[c:9]2[n:10][c:11]([CH3:18])[c:12]([CH3:17])[cH:13][c:14]2[c:15]1=[O:16])[CH3:27].[F:29][c:30]1[cH:31][c:32]([Mg+:38])[cH:33][cH:34][c:35]1[O:36][CH3:37]>>[C:4](=[O:5])([c:6]1[cH:7][n:8]([CH2:19][c:20]2[n:21][c:22]([CH3:26])[cH:23][cH:24][cH:25]2)[c:9]2[n:10][c:11]([CH3:18])[c:12]([CH3:17])[cH:13][c:14]2[c:15]1=[O:16])[c:32]1[cH:31][c:30]([F:29])[c:35]([O:36][CH3:37])[cH:34][cH:33]1. The reactants are C(C)N1C(=CC2=CC=CC=C12)C1=CC=CC=C1 (1-ethyl-2-phenyl-1H-indole), [Cl-].COC1=C(C=[N+]2CCCC2)C=CC=C1 (1-(2-methoxy-benzylidene)-pyrrolidinium chloride). The product is C(C)N1C(=C(C2=CC=CC=C12)C(N1CCCC1)C1=C(C=CC=C1)OC)C1=CC=CC=C1 (1-Ethyl-3-[(2-methoxyphenyl)-pyrrolidin-1-yl-methyl]-2-phenyl-1H-indole). As a reaction SMILES: [CH2:1]([N:3]1[C:11]2[C:6](=[CH:7][CH:8]=[CH:9][CH:10]=2)[CH:5]=[C:4]1[C:12]1[CH:17]=[CH:16][CH:15]=[CH:14][CH:13]=1)[CH3:2].[Cl-].[CH3:19][O:20][C:21]1[CH:32]=[CH:31][CH:30]=[CH:29][C:22]=1[CH:23]=[N+:24]1[CH2:28][CH2:27][CH2:26][CH2:25]1>>[CH2:1]([N:3]1[C:11]2[C:6](=[CH:7][CH:8]=[CH:9][CH:10]=2)[C:5]([CH:23]([C:22]2[CH:29]=[CH:30][CH:31]=[CH:32][C:21]=2[O:20][CH3:19])[N:24]2[CH2:28][CH2:27][CH2:26][CH2:25]2)=[C:4]1[C:12]1[CH:17]=[CH:16][CH:15]=[CH:14][CH:13]=1)[CH3:2] |f:1.2|. Procedure: The preparation was carried out in accordance with general synthesis instructions 4 from 1-ethyl-2-phenyl-1H-indole and 1-(2-methoxy-benzylidene)-pyrrolidinium chloride, which had been prepared in accordance with example 24.